From a dataset of the Open Reaction Database (ORD), a public repository of structured organic reaction records. describe an organic reaction: reactants, conditions, products, and yield Starting materials: O=C(O)CC(O)(CC(=O)O)C(=O)O, Cc1ccccc1, O=C(Cl)Cc1ccccc1F, [Na], C1CCOC1, O, O=C1NC(c2ccccc2)CO1. Yields the product O=C(Cc1ccccc1F)N1C(=O)OCC1c1ccccc1. RXN SMILES: [C:25]([OH:26])(=[O:27])[CH2:28][C:29]([CH2:30][C:31]([OH:32])=[O:33])([C:34]([OH:35])=[O:36])[OH:37].[CH3:43][c:44]1[cH:45][cH:46][cH:47][cH:48][cH:49]1.[F:13][c:14]1[c:15]([CH2:20][C:21](=[O:22])[Cl:23])[cH:16][cH:17][cH:18][cH:19]1.[Na:24].[O:38]1[CH2:39][CH2:40][CH2:41][CH2:42]1.[OH2:50].[c:1]1([CH:7]2[NH:8][C:9](=[O:12])[O:10][CH2:11]2)[cH:2][cH:3][cH:4][cH:5][cH:6]1>>[c:1]1([CH:7]2[N:8]([C:21]([CH2:20][c:15]3[c:14]([F:13])[cH:19][cH:18][cH:17][cH:16]3)=[O:22])[C:9](=[O:12])[O:10][CH2:11]2)[cH:2][cH:3][cH:4][cH:5][cH:6]1.